Dataset: the Open Reaction Database (ORD), a public repository of structured organic reaction records. Task: describe an organic reaction: reactants, conditions, products, and yield Reactants: CCC(C)=O, [I-], COC(=O)c1ccc(SC(C)(C)CCCl)c(N)c1, [Na+]. Yields the product COC(=O)c1ccc2c(c1)NCCC(C)(C)S2. RXN SMILES: [CH3:21][C:22](=[O:23])[CH2:24][CH3:25].[I-:20].[NH2:1][c:2]1[cH:3][c:4]([C:5](=[O:6])[O:7][CH3:8])[cH:9][cH:10][c:11]1[S:12][C:13]([CH3:14])([CH2:15][CH2:16][Cl:17])[CH3:18].[Na+:19]>>[NH:1]1[c:2]2[cH:3][c:4]([C:5](=[O:6])[O:7][CH3:8])[cH:9][cH:10][c:11]2[S:12][C:13]([CH3:14])([CH3:18])[CH2:15][CH2:16]1.